Dataset: the Open Reaction Database (ORD), a public repository of structured organic reaction records. Task: describe an organic reaction: reactants, conditions, products, and yield The reactants are FC(C(=O)O)(F)F (Trifluoroacetic acid), O=S1(NCCOC2=C1C=CC(=C2)OC=2C=C(C=C(C2)O[C@H](COC)C)C(=O)NC2=NN(C=C2)C(=O)OC(C)(C)C)=O (1,1-dimethylethyl 3-{[(3-[(1,1-dioxido-3,4-dihydro-2H-5,1,2-benzoxathiazepin-7-yl)oxy]-5-{[(1S)-1-methyl-2-(methyloxy)ethyl]oxy}phenyl)carbonyl]amino}-1H-pyrazole-1-carboxylate). The solvent is C(Cl)Cl (DCM). Run at time 2 hour. Yields the product O=S1(NCCOC2=C1C=CC(=C2)OC=2C=C(C(=O)NC1=NNC=C1)C=C(C2)O[C@H](COC)C)=O (3-[(1,1-Dioxido-3,4-dihydro-2H-5,1,2-benzoxathiazepin-7-yl)oxy]-5-{[(1S)-1-methyl-2-(methyloxy)ethyl]oxy}-N-1H-pyrazol-3-ylbenzamide). Yield: 99.8%. Reaction SMILES: FC(F)(F)C(O)=O.[O:8]=[S:9]1(=[O:48])[C:15]2[CH:16]=[CH:17][C:18]([O:20][C:21]3[CH:22]=[C:23]([C:33]([NH:35][C:36]4[CH:40]=[CH:39][N:38](C(OC(C)(C)C)=O)[N:37]=4)=[O:34])[CH:24]=[C:25]([O:27][C@@H:28]([CH3:32])[CH2:29][O:30][CH3:31])[CH:26]=3)=[CH:19][C:14]=2[O:13][CH2:12][CH2:11][NH:10]1>C(Cl)Cl>[O:48]=[S:9]1(=[O:8])[C:15]2[CH:16]=[CH:17][C:18]([O:20][C:21]3[CH:22]=[C:23]([CH:24]=[C:25]([O:27][C@@H:28]([CH3:32])[CH2:29][O:30][CH3:31])[CH:26]=3)[C:33]([NH:35][C:36]3[CH:40]=[CH:39][NH:38][N:37]=3)=[O:34])=[CH:19][C:14]=2[O:13][CH2:12][CH2:11][NH:10]1. Procedure details: Trifluoroacetic acid (1 mL) was added to a solution of 1,1-dimethylethyl 3-{[(3-[(1,1-dioxido-3,4-dihydro-2H-5,1,2-benzoxathiazepin-7-yl)oxy]-5-{[(1S)-1-methyl-2-(methyloxy)ethyl]oxy}phenyl)carbonyl]amino}-1H-pyrazole-1-carboxylate (47 mg, 0.08 mmol) in DCM (8 mL) and stirred at RT for 2 hours. The solvent was removed in vacuo, DCM (20 mL) added and the mixture washed with water (20 mL), a saturated solution of sodium bicarbonate (20 mL), brine (20 mL), dried (MgSO4), filtered and reduced in vac... Starting materials: O=C([O-])[O-], CN(C)C=O, Cn1c(=O)cc(Cl)[nH]c1=O, Cl, CC(C)CI, [K+], [K+]. Product: CC(C)Cn1c(Cl)cc(=O)n(C)c1=O. As a reaction SMILES: [C:6](=[O:7])([O-:8])[O-:9].[CH3:22][N:23]([CH3:24])[CH:25]=[O:26].[Cl:12][c:13]1[cH:14][c:15](=[O:21])[n:16]([CH3:20])[c:17](=[O:19])[nH:18]1.[ClH:27].[I:1][CH2:2][CH:3]([CH3:4])[CH3:5].[K+:10].[K+:11]>>[CH2:2]([CH:3]([CH3:4])[CH3:5])[n:18]1[c:13]([Cl:12])[cH:14][c:15](=[O:21])[n:16]([CH3:20])[c:17]1=[O:19]. The reactants are C(=O)(O)[O-].[Na+] (NaHCO3), BrC=1C=C(C=NC1Cl)OC[C@H]1N(CC1)C(=O)OC(C)(C)C (5-bromo-6-chloro-3-(1-BOC-2-(S)-azetidinylmethoxy)pyridine), C1(=CC=CC=C1)B(O)O (phenylboronic acid), Pd(0). Run in C1(=CC=CC=C1)C (toluene). Yields the product C1(=CC=CC=C1)C=1C=C(C=NC1Cl)OC[C@H]1N(CC1)C(=O)OC(C)(C)C (5-Phenyl-6-chloro-3-(1-BOC-2-(S)-azetidinylmethoxy)pyridine). The yield is 74.7%. RXN SMILES: Br[C:2]1[CH:3]=[C:4]([O:9][CH2:10][C@@H:11]2[CH2:14][CH2:13][N:12]2[C:15]([O:17][C:18]([CH3:21])([CH3:20])[CH3:19])=[O:16])[CH:5]=[N:6][C:7]=1[Cl:8].[C:22]1(B(O)O)[CH:27]=[CH:26][CH:25]=[CH:24][CH:23]=1.C([O-])(O)=O.[Na+]>C1(C)C=CC=CC=1>[C:22]1([C:2]2[CH:3]=[C:4]([O:9][CH2:10][C@@H:11]3[CH2:14][CH2:13][N:12]3[C:15]([O:17][C:18]([CH3:21])([CH3:20])[CH3:19])=[O:16])[CH:5]=[N:6][C:7]=2[Cl:8])[CH:27]=[CH:26][CH:25]=[CH:24][CH:23]=1 |f:2.3|. Procedure details: 5-bromo-6-chloro-3-(1-BOC-2-(S)-azetidinylmethoxy)pyridine from Example 66a (375 mg, 1 mmol), phenylboronic acid (146 mg, 1.2 mmol) and Pd(0) (35 mg) were mixed together in toluene (2 mL), and the mixture was heated at reflux for 16 hours. NaHCO3 solution (2%, mL) was added, and the mixture was extracted with CHCl3. The CHCl3 was removed under reduced pressure, and the residue was chromatographed on a silica gel column, eluting with EtOAc/hexane 1:1 to afford the title compound (280 mg). MS (CI/... Reactants: CC1=NOC(=C1C1=CC=C2C=3N([C@H](COC31)C3=NC=CC=C3)C(=N2)C=O)C ((4S)-7-(3,5-Dimethylisoxazol-4-yl)-4-pyridin-2-yl-4,5-dihydroimidazo[1,5,4-de][1,4]benzoxazine-2-carbaldehyde), Cl.CNC (dimethylamine hydrochloride), C([O-])([O-])=O.[Ca+2] (calcium carbonate), C(C)(C)(C)OO (tert-butyl hydroperoxide), CCCCCCCCCC (decane). The reagents and catalysts are O.O.O.O.O.S(=O)(=O)([O-])[O-].[Cu+2] (copper(II) sulfate pentahydrate). Solvent: C(C)#N (acetonitrile). Run at temperature 40 celsius, time 10 hour. Yields the product CC1=NOC(=C1C1=CC=C2C=3N([C@H](COC31)C3=NC=CC=C3)C(=N2)C(=O)OC(C)(C)C)C (tert-Butyl (4S)-7-(3,5-dimethylisoxazol-4-yl)-4-pyridin-2-yl-4,5-dihydroimidazo[1,5,4-de][1,4]benzoxazine-2-carboxylate). As a reaction SMILES: [CH3:1][C:2]1[C:6]([C:7]2[C:16]3[O:15][CH2:14][C@H:13]([C:17]4[CH:22]=[CH:21][CH:20]=[CH:19][N:18]=4)[N:12]4[C:23]([CH:25]=[O:26])=[N:24][C:10]([C:11]=34)=[CH:9][CH:8]=2)=[C:5]([CH3:27])[O:4][N:3]=1.Cl.CNC.C(=O)([O-])[O-].[Ca+2].[C:37]([O:41]O)([CH3:40])([CH3:39])[CH3:38].CCCCCCCCCC>C(#N)C.O.O.O.O.O.S([O-])([O-])(=O)=O.[Cu+2]>[CH3:1][C:2]1[C:6]([C:7]2[C:16]3[O:15][CH2:14][C@H:13]([C:17]4[CH:22]=[CH:21][CH:20]=[CH:19][N:18]=4)[N:12]4[C:23]([C:25]([O:41][C:37]([CH3:40])([CH3:39])[CH3:38])=[O:26])=[N:24][C:10]([C:11]=34)=[CH:9][CH:8]=2)=[C:5]([CH3:27])[O:4][N:3]=1 |f:1.2,3.4,8.9.10.11.12.13.14|. Reported procedure: (4S)-7-(3,5-Dimethylisoxazol-4-yl)-4-pyridin-2-yl-4,5-dihydroimidazo[1,5,4-de][1,4]benzoxazine-2-carbaldehyde (15 mg, 0.042 mmol) and dimethylamine hydrochloride (0.0041 g, 0.050 mmol) [Aldrich, cat. #126365] were dissolved in acetonitrile (1.5 mL) at room temperature. To the resulting mixture, copper(II) sulfate pentahydrate (0.0005 g, 0.002 mmol) [Aldrich, cat. #209198], calcium carbonate (0.0046 g, 0.046 mmol) [Aldrich, cat. #C6763] and 6.0 M tert-butyl hydroperoxide in decane (0.0076 mL, 0.0... Starting materials: [N+](=O)([O-])C=1C=NN(C1)CCN1C(CCC1)=O (1-(2-(4-nitro-1H-pyrazol-1-yl)ethyl)pyrrolidin-2-one). Reagents/catalysts: [Pd] (Pd/C). The solvent is C(C)O (ethanol). Reaction conditions: time 8 hour. The product is NC=1C=NN(C1)CCN1C(CCC1)=O (1-(2-(4-amino-1H-pyrazol-1-yl)ethyl)pyrrolidin-2-one). Reaction SMILES: [N+:1]([C:4]1[CH:5]=[N:6][N:7]([CH2:9][CH2:10][N:11]2[CH2:15][CH2:14][CH2:13][C:12]2=[O:16])[CH:8]=1)([O-])=O>C(O)C.[Pd]>[NH2:1][C:4]1[CH:5]=[N:6][N:7]([CH2:9][CH2:10][N:11]2[CH2:15][CH2:14][CH2:13][C:12]2=[O:16])[CH:8]=1. Procedure: A mixture of 1-(2-(4-nitro-1H-pyrazol-1-yl)ethyl)pyrrolidin-2-one (0.21 g, 0.9 mmol) and Pd/C (50 mg) in ethanol (20 mL) was stirred overnight at room temperature under an atmosphere of hydrogen then filtered over Celite. The filtrate was concentrated in vacuo to afford 1-(2-(4-amino-1H-pyrazol-1-yl)ethyl)pyrrolidin-2-one V-5 (0.19 g, 100%) as a purple oil. LC-MS (Method C), RT=0.38 min. (ES+) 195. The reactants are OC1=C2C(C(=C(OC2=CC=C1)O)C1=CC=CC=C1)=O (Dihydroxyisoflavone), CC(=O)C (acetone), BrCC(=O)C1=CC=C(C=C1)F (2-bromo-1-(4-fluorophenyl)ethane-1-one), [OH-].[K+] (potassium hydroxide). Yields the product FC1=CC=C(C=C1)C(COC1=CC=C2C(C(=COC2=C1)C1=CC=C(C=C1)O)=O)=O (7-[2-(4-fluorophenyl)-2-oxoethoxy]-3-(4-hydroxyphenyl)chromen-4-one). As a reaction SMILES: O[C:2]1C=CC=[C:8]2[C:3]=1[C:4](=[O:19])[C:5]([C:13]1[CH:18]=[CH:17][CH:16]=[CH:15][CH:14]=1)=[C:6](O)[O:7]2.Br[CH2:21][C:22]([C:24]1[CH:29]=[CH:28][C:27]([F:30])=[CH:26][CH:25]=1)=[O:23].[OH-:31].[K+].[CH3:33][C:34]([CH3:36])=[O:35]>>[F:30][C:27]1[CH:28]=[CH:29][C:24]([C:22](=[O:23])[CH2:21][O:35][C:34]2[CH:36]=[C:8]3[C:3]([C:4](=[O:19])[C:5]([C:13]4[CH:18]=[CH:17][C:16]([OH:31])=[CH:15][CH:14]=4)=[CH:6][O:7]3)=[CH:2][CH:33]=2)=[CH:25][CH:26]=1 |f:2.3|. Reported procedure: Dihydroxyisoflavone (0.2 g, 0.78 mmol) was suspended in acetone (10 ml), and to this suspension was added 2-bromo-1-(4-fluorophenyl)ethane-1-one (0.16 g, 0.75 μmmol) and 11% potassium hydroxide (0.78 mmol). The mixture was refluxed for 24 hours, and the solvent removed under reduced pressure. The residue was treated with water, sonicated, filtered, and air-dried. The solid was triturated with methanol, filtered, to afford 7-[2-(4-fluorophenyl)-2-oxoethoxy]-3-(4-hydroxyphenyl)chromen-4-one. If de... Yields the product O=C(O)c1cc(-c2ccccc2)ccc1-c1ccccc1. RXN SMILES: [C:48](=[O:49])([O-:50])[O-:51].[C:54]([O-:55])(=[O:56])[CH3:57].[C:59]([O-:60])(=[O:61])[CH3:62].[CH2:23]([P:24]([C:25]12[CH2:26][CH:27]3[CH2:28][CH:29]([CH2:30][CH:31]([CH2:32]3)[CH2:33]1)[CH2:34]2)[C:35]12[CH2:36][CH:37]3[CH2:38][CH:39]([CH2:40][CH:41]([CH2:42]3)[CH2:43]1)[CH2:44]2)[CH2:45][CH2:46][CH3:47].[Cl:16][c:17]1[cH:18][cH:19][cH:20][cH:21][cH:22]1.[Cs+:52].[Cs+:53].[O:63]=[CH:64][N:65]([CH3:66])[CH3:67].[Pd+2:58].[c:1]1(-[c:7]2[cH:8][c:9]([C:10](=[O:11])[OH:12])[cH:13][cH:14][cH:15]2)[cH:2][cH:3][cH:4][cH:5][cH:6]1>>[c:1]1(-[c:7]2[cH:8][c:9]([C:10](=[O:11])[OH:12])[c:13](-[c:17]3[cH:18][cH:19][cH:20][cH:21][cH:22]3)[cH:14][cH:15]2)[cH:2][cH:3][cH:4][cH:5][cH:6]1. The reactants are O=C([O-])[O-], CC(=O)[O-], CC(=O)[O-], CCCCP(C12CC3CC(CC(C3)C1)C2)C12CC3CC(CC(C3)C1)C2, Clc1ccccc1, [Cs+], [Cs+], CN(C)C=O, [Pd+2], O=C(O)c1cccc(-c2ccccc2)c1.